Dataset: the Open Reaction Database (ORD), a public repository of structured organic reaction records. Task: describe an organic reaction: reactants, conditions, products, and yield The reactants are BrC1=C(C=C(C=C1)OC)F (1-Bromo-2-fluoro-4-methoxybenzene), NC1=C(C=CC(=C1)C(=O)OC)B(O)O ([2-amino-4-(methoxycarbonyl)phenyl]boronic acid), C(C)(=O)[O-].[K+] (potassium acetate), C(C)O (ethanol). Reagents/catalysts: ClCCl.[Pd](Cl)Cl.C1(=CC=CC=C1)P([C-]1C=CC=C1)C1=CC=CC=C1.[C-]1(C=CC=C1)P(C1=CC=CC=C1)C1=CC=CC=C1.[Fe+2] (1,1′-bis(diphenylphosphino)ferrocene-palladium dichloride dichloromethane). Solvent: [Cl-].[Na+].O (brine). Product: NC1=C(C=CC(=C1)C(=O)OC)C1=C(C=C(C=C1)OC)F (Methyl 2-amino-2′-fluoro-4′-methoxybiphenyl-4-carboxylate). As a reaction SMILES: Br[C:2]1[CH:7]=[CH:6][C:5]([O:8][CH3:9])=[CH:4][C:3]=1[F:10].[NH2:11][C:12]1[CH:17]=[C:16]([C:18]([O:20][CH3:21])=[O:19])[CH:15]=[CH:14][C:13]=1B(O)O.C([O-])(=O)C.[K+].C(O)C>[Cl-].[Na+].O.ClCCl.[Pd](Cl)Cl.C1(P(C2C=CC=CC=2)[C-]2C=CC=C2)C=CC=CC=1.[C-]1(P(C2C=CC=CC=2)C2C=CC=CC=2)C=CC=C1.[Fe+2]>[NH2:11][C:12]1[CH:17]=[C:16]([C:18]([O:20][CH3:21])=[O:19])[CH:15]=[CH:14][C:13]=1[C:2]1[CH:7]=[CH:6][C:5]([O:8][CH3:9])=[CH:4][C:3]=1[F:10] |f:2.3,5.6.7,8.9.10.11.12|. Procedure details: 1-Bromo-2-fluoro-4-methoxybenzene (750 mg, 3.66 mmol), [2-amino-4-(methoxycarbonyl)phenyl]boronic acid (856 mg, 4.39 mmol), potassium acetate (3.66 mL, 2M aq, 7.32 mmol), 1,1′-bis(diphenylphosphino)ferrocene-palladium dichloride dichloromethane adduct (299 mg, 10 mol. %) and ethanol (30 ml) were heated in an 80° C. oil bath for 3 hours. Reaction crude was worked up with brine, extracted with ethyl acetate, dried over Na2SO4, filtered and evaporated to afford a dark oil. This oil was purified by ... Reactants: CCOC(C)=O, COC(=O)c1ncccc1C(=O)Cl, [Cl-], [NH4+], O. Yields the product COC(=O)c1ncccc1C(C)=O. Reaction SMILES: [CH3:17][CH2:18][O:19][C:20](=[O:21])[CH3:22].[CH3:1][O:2][C:3](=[O:4])[c:5]1[c:6]([C:7](=[O:8])[Cl:9])[cH:10][cH:11][cH:12][n:13]1.[Cl-:14].[NH4+:15].[OH2:16]>>[CH3:1][O:2][C:3](=[O:4])[c:5]1[c:6]([C:7](=[O:8])[CH3:17])[cH:10][cH:11][cH:12][n:13]1.